Dataset: the Open Reaction Database (ORD), a public repository of structured organic reaction records. Task: describe an organic reaction: reactants, conditions, products, and yield The reactants are C(O)([O-])=O.[K+] (Potassium hydrogen carbonate), C(F)(C(F)(F)S(=O)(=O)F)(C(F)(F)S(=O)(=O)F)OC(F)(F)C(F)(F)C(F)(F)OC(F)(C(F)(F)F)C(=O)F ((FSO2CF2)2CFOCF2CF2CF2OCF(CF3)COF). Solvent: C(OC)COC (monoglyme). Conditions: time 30 minute. The product is C(F)(C(F)(F)S(=O)(=O)F)(C(F)(F)S(=O)(=O)F)OC(F)(F)C(F)(F)C(F)(F)OC(F)(C(F)(F)F)C(=O)O[K] ((FSO2CF2)2CFOCF2CF2CF2OCF(CF3)COOK). The yield is 56.0%. As a reaction SMILES: [C:1](=[O:4])([O-])[OH:2].[K+:5].[C:6]([O:22][C:23]([C:26]([C:29]([O:32][C:33](C(F)=O)([C:35]([F:38])([F:37])[F:36])[F:34])([F:31])[F:30])([F:28])[F:27])([F:25])[F:24])([C:15]([S:18]([F:21])(=[O:20])=[O:19])([F:17])[F:16])([C:8]([S:11]([F:14])(=[O:13])=[O:12])([F:10])[F:9])[F:7]>C(COC)OC>[C:6]([O:22][C:23]([C:26]([C:29]([O:32][C:33]([C:1]([O:2][K:5])=[O:4])([C:35]([F:38])([F:37])[F:36])[F:34])([F:31])[F:30])([F:28])[F:27])([F:25])[F:24])([C:15]([S:18]([F:21])(=[O:20])=[O:19])([F:17])[F:16])([C:8]([S:11]([F:14])(=[O:13])=[O:12])([F:10])[F:9])[F:7] |f:0.1|. Procedure details: Potassium hydrogen carbonate (6.03 g) was charged into a flask together with monoglyme (59 mL), and (FSO2CF2)2CFOCF2CF2CF2OCF(CF3)COF (35.6 g) obtained in Example 3 was added dropwise thereto with stirring under cooling with ice. Vacuum drying was carried out for 30 minutes and then vacuum drying was further carried out at 120° C. for 48 hours to obtain (FSO2CF2)2CFOCF2CF2CF2OCF(CF3)COOK (21.1 g). The obtained (FSO2CF2)2CFOCF2CF2CF2OCF(CF3)COOK was heated at 200° C. under 400 Pa (absolute pressu... Starting materials: ClC1=C2C=C(C(=NC2=CC=C1)C1=CC(=CC=C1)F)C=O (5-chloro-2-(3-fluorophenyl)quinoline-3-carbaldehyde), O1CCCC1 (tetrahydrofuran), C[Mg]Br (methylmagnesium bromide), C(C)OCC (diethyl ether). Reaction conditions: time 3 hour. Product: ClC1=C2C=C(C(=NC2=CC=C1)C1=CC(=CC=C1)F)C(C)O (1-(5-chloro-2-(3-fluorophenyl)quinolin-3-yl)ethanol). Reaction SMILES: [Cl:1][C:2]1[CH:11]=[CH:10][CH:9]=[C:8]2[C:3]=1[CH:4]=[C:5]([CH:19]=[O:20])[C:6]([C:12]1[CH:17]=[CH:16][CH:15]=[C:14]([F:18])[CH:13]=1)=[N:7]2.O1CCC[CH2:22]1.C[Mg]Br.C(OCC)C>>[Cl:1][C:2]1[CH:11]=[CH:10][CH:9]=[C:8]2[C:3]=1[CH:4]=[C:5]([CH:19]([OH:20])[CH3:22])[C:6]([C:12]1[CH:17]=[CH:16][CH:15]=[C:14]([F:18])[CH:13]=1)=[N:7]2. Procedure: To a stirring heterogeneous mixture of 5-chloro-2-(3-fluorophenyl)quinoline-3-carbaldehyde (1.0120 g, 3.542 mmol) in tetrahydrofuran (35.42 mL, 3.542 mmol) was added methylmagnesium bromide 3 M in diethyl ether (3.542 mL, 10.63 mmol) dropwise at 0° C. (started at 11:10 am), and the mixture was then stirred at room temperature. After 3 h, the reaction was quenched with saturated aq. NH4Cl (50 mL) and extracted with EtOAc (50 mL×2). The combined organic layers were washed with water (50 mL×1), bri... Starting materials: C(C)OC(=O)C=1NC(=C2C=CC=CC12)C1=CC=CC=C1 (3-phenylisoindole-1-carboxylic acid ethyl ester), ice water, [H-].[Na+] (sodium hydride), Cl.C(C)N(CCCl)CC (2-diethylaminoethyl chloride hydrochloride). The solvent is CN(C=O)C (dimethylformamide). Conditions: temperature 60 celsius, time 15 minute. Product: Cl.C(C)OC(=O)C=1N(C(=C2C=CC=CC12)C1=CC=CC=C1)CCN(CC)CC (2-[2-(diethylamino)ethyl]-3-phenylisoindole-1-carboxylic acid ethyl ester hydrochloride). Reaction SMILES: [CH2:1]([O:3][C:4]([C:6]1[NH:7][C:8]([C:15]2[CH:20]=[CH:19][CH:18]=[CH:17][CH:16]=2)=[C:9]2[C:14]=1[CH:13]=[CH:12][CH:11]=[CH:10]2)=[O:5])[CH3:2].[H-].[Na+].Cl.[CH2:24]([N:26]([CH2:30][CH3:31])[CH2:27][CH2:28][Cl:29])[CH3:25]>CN(C)C=O>[ClH:29].[CH2:1]([O:3][C:4]([C:6]1[N:7]([CH2:25][CH2:24][N:26]([CH2:30][CH3:31])[CH2:27][CH3:28])[C:8]([C:15]2[CH:20]=[CH:19][CH:18]=[CH:17][CH:16]=2)=[C:9]2[C:14]=1[CH:13]=[CH:12][CH:11]=[CH:10]2)=[O:5])[CH3:2] |f:1.2,3.4,6.7|. Reported procedure: A solution of 26.5 g. of 3-phenylisoindole-1-carboxylic acid ethyl ester in 600 ml. of dimethylformamide is treated under nitrogen at -10° C. with 0.40 mol. of sodium hydride (17.5 g. of a 55% dispersion in mineral oil) and stirred at the same temperature for 15 minutes. Then, at -10° C. to -5° C. there are added 34.5 g. of 2-diethylaminoethyl chloride hydrochloride. The mixture is stirred for 1 hour at room temperature and subsequently heated for 3 hours at 60° C. The mixture is cooled and pour... Reactants: CCO, Cl, [Fe], CC(C)n1nc(Br)c2ccc([N+](=O)[O-])cc2c1=O, O. Product: CC(C)n1nc(Br)c2ccc(N)cc2c1=O. As a reaction SMILES: [CH3:20][CH2:21][OH:22].[ClH:19].[Fe:24].[N+:1]([O-:2])(=[O:3])[c:4]1[cH:5][cH:6][c:7]2[c:8]([Br:18])[n:9][n:10]([CH:15]([CH3:16])[CH3:17])[c:11](=[O:14])[c:12]2[cH:13]1.[OH2:23]>>[NH2:1][c:4]1[cH:5][cH:6][c:7]2[c:8]([Br:18])[n:9][n:10]([CH:15]([CH3:16])[CH3:17])[c:11](=[O:14])[c:12]2[cH:13]1. The reactants are OC(C)(C)C(C)(C)O (pinacol), B(OC(C)C)(OC(C)C)OC(C)C (tri-isopropyl borate), OC(C)(C)C(C)(C)O (pinacol). Conditions: temperature 90 celsius. The product is B(O)(O)O.C(C)(C)CC(O)(C)C(C)(C)O (iso-Propyl pinacol borate), six. RXN SMILES: [B:1]([O:10]C(C)C)([O:6]C(C)C)[O:2][CH:3]([CH3:5])[CH3:4].[OH:14][C:15]([C:18]([OH:21])([CH3:20])[CH3:19])([CH3:17])[CH3:16]>>[B:1]([OH:10])([OH:6])[OH:2].[CH:3]([CH2:16][C:15]([C:18]([OH:21])([CH3:20])[CH3:19])([CH3:17])[OH:14])([CH3:5])[CH3:4] |f:2.3|. Reported procedure: To a 20 L four-neck bottle tri-isopropyl borate (261.0 g, 1.388 mol) and pinacol (142.5 g, 1.207 mol) were added and heated to ˜90° C. for 12-16 h. The criteria for a reaction completion is pinacol<4.0% by GC. After completion, the reaction was converted to distillation, and the product fractions (boiling at 174-178° C.) collected. Thus the title product was obtained as a colourless oil in a yield range of 80-90% th across the six 20 L batches which were operated. GC records purity of 87-96%, bu...